This data is from the Open Reaction Database (ORD), a public repository of structured organic reaction records. The task is: describe an organic reaction: reactants, conditions, products, and yield Starting materials: N[C@@H](CC(C)C)C(=O)O (L-leucine), C(CC(C)C)=O (isovaleraldehyde), [H][H] (hydrogen), [H][H] (hydrogen), C(C)O (ethanol). Reagents/catalysts: [Pd] (Pd/C). Product: C(C(C)C)N([C@H](C(=O)O)CC(C)C)C ((S)-2-(Isobutyl-methyl-amino)-4-methyl-pentanoic acid). Isolated yield 33.0%. RXN SMILES: [NH2:1][C@H:2]([C:7]([OH:9])=[O:8])[CH2:3][CH:4]([CH3:6])[CH3:5].C(=O)[CH2:11][CH:12]([CH3:14])[CH3:13].[H][H].[CH2:18](O)C>[Pd]>[CH2:11]([N:1]([CH3:18])[C@@H:2]([CH2:3][CH:4]([CH3:6])[CH3:5])[C:7]([OH:9])=[O:8])[CH:12]([CH3:14])[CH3:13]. Procedure details: A mixture of L-leucine (100 g, 0.76 mol) and isovaleraldehyde (132 g, 1.53 mol, Aldrich, Milwaukee, Wis.) was agitated in an atmosphere of hydrogen (pressure, 50 psi) at room temperature in absolute ethanol (1.6 L) in the presence of Pd/C (20%, 8 g) until the absorption of hydrogen almost ceased, filtered. The solid was treated with concentrated aqueous HCl (36.5%) until all the desired product was dissolved in the acidic aqueous solution, the catalyst was then removed by filtration. The filtrat...